The task is: describe an organic reaction: reactants, conditions, products, and yield. This data is from the Open Reaction Database (ORD), a public repository of structured organic reaction records. Starting materials: Cc1cc(-c2cccc(C(=O)CC(=O)Nc3cc(Cl)c(N(C)CC(C)C)cc3NC(=O)OC(C)(C)C)c2)cc(C)n1, ClCCl, O=C(O)C(F)(F)F. Product: Cc1cc(-c2cccc(C3=Nc4cc(N(C)CC(C)C)c(Cl)cc4NC(=O)C3)c2)cc(C)n1. RXN SMILES: [C:1]([O:2][C:3](=[O:4])[NH:7][c:8]1[c:9]([NH:21][C:22]([CH2:23][C:24](=[O:5])[c:26]2[cH:27][c:28](-[c:32]3[cH:33][c:34]([CH3:39])[n:35][c:36]([CH3:38])[cH:37]3)[cH:29][cH:30][cH:31]2)=[O:40])[cH:10][c:11]([Cl:20])[c:12]([N:14]([CH3:15])[CH2:16][CH:17]([CH3:18])[CH3:19])[cH:13]1)([CH3:6])([CH3:25])[CH3:41].[Cl:49][CH2:50][Cl:51].[F:42][C:43]([F:44])([F:45])[C:46]([OH:47])=[O:48]>>[N:7]1=[C:24]([c:26]2[cH:27][c:28](-[c:32]3[cH:33][c:34]([CH3:39])[n:35][c:36]([CH3:38])[cH:37]3)[cH:29][cH:30][cH:31]2)[CH2:23][C:22](=[O:40])[NH:21][c:9]2[c:8]1[cH:13][c:12]([N:14]([CH3:15])[CH2:16][CH:17]([CH3:18])[CH3:19])[c:11]([Cl:20])[cH:10]2.